Dataset: the Open Reaction Database (ORD), a public repository of structured organic reaction records. Task: describe an organic reaction: reactants, conditions, products, and yield Yields the product C(C)OC1=CC(=NC(=N1)SC)C1=CC=C(S1)C(C)=O (1-[5-(6-ethoxy-2-methylsulfanyl-pyrimidin-4-yl)-thiophen-2-yl]-ethanone). RXN SMILES: Cl[C:2]1[CH:7]=[C:6]([O:8][CH2:9][CH3:10])[N:5]=[C:4]([S:11][CH3:12])[N:3]=1.[C:13]([C:16]1[S:20][C:19](B(O)O)=[CH:18][CH:17]=1)(=[O:15])[CH3:14].C(=O)([O-])[O-].O>CN(C=O)C>[CH2:9]([O:8][C:6]1[N:5]=[C:4]([S:11][CH3:12])[N:3]=[C:2]([C:19]2[S:20][C:16]([C:13](=[O:15])[CH3:14])=[CH:17][CH:18]=2)[CH:7]=1)[CH3:10]. Conditions: temperature 80 celsius. Solvent: CN(C)C=O (DMF). The yield is 27.9%. Procedure: The crude product of Preparation 27, 4-chloro-6-ethoxy-2-methylsulfanylpyrimidine, (525 mg, 2.56 mmol) was dissolved in DMF (4 mL). To this solution was added 5-acetyl-2-thiopheneboronic acid (523 mg, 3.08 mmol), PdCl2dppf (209 mg, 0.26 mmol), potassim carbonate (1.06 g, 7.69 mmol) and water (0.4 mL). The reaction mixture was heated at 80° C. under nitrogen atmosphere for overnight. The reaction mixture was cooled and poured into 30 mL of water and was then extracted with diethyl ether (20 mL×3)... Reactants: crude product, ClC1=NC(=NC(=C1)OCC)SC (4-chloro-6-ethoxy-2-methylsulfanylpyrimidine), O (water), C(C)(=O)C1=CC=C(S1)B(O)O (5-acetyl-2-thiopheneboronic acid), PdCl2dppf, C([O-])([O-])=O (carbonate), O (water). The reactants are Cl.ClCCN(C)CCCl (2-chloro-N-(2-chloroethyl)-N-methylethanamine hydrochloride), C([O-])([O-])=O.[Na+].[Na+] (sodium carbonate), CN1CCN(CC1)C=1C=C(C=CC1)O (3-(4-methylpiperazin-1-yl)phenol), ClC1=C(C=C(C=C1)O)N (4-chloro-3-aminophenol). Run in C(CCC)O (1-butanol). Product: ClC1=C(C=C(C=C1)O)N1CCN(CC1)C (4-chloro-3-(4-methylpiperazin-1-yl)phenol), 14B. As a reaction SMILES: [CH3:1][N:2]1[CH2:7][CH2:6][N:5]([C:8]2[CH:9]=[C:10]([OH:14])[CH:11]=[CH:12][CH:13]=2)[CH2:4][CH2:3]1.[Cl:15]C1C=CC(O)=CC=1N.Cl.ClCCN(CCCl)C.C(=O)([O-])[O-].[Na+].[Na+]>C(O)CCC>[Cl:15][C:13]1[CH:12]=[CH:11][C:10]([OH:14])=[CH:9][C:8]=1[N:5]1[CH2:4][CH2:3][N:2]([CH3:1])[CH2:7][CH2:6]1 |f:2.3,4.5.6|. Procedure: 4-chloro-3-(4-methylpiperazin-1-yl)phenol Compound 14B is prepared according to the same procedure as 13A, using the following reactants: 14A (1.1 g, 10.1 mmol); 2-chloro-N-(2-chloroethyl)-N-methylethanamine hydrochloride (1.96 g, 10.1 mmol); sodium carbonate (535 mg, 5.05 mmol) in 1-butanol (40 ml). Reactants: ClC1=C(C=C(C=C1)C=1N(C(SC1)=NC1=CC=C(C=C1)O)C)S(NC)(=O)=O (4-(4-chloro-3-methylsulfamoylphenyl)-2-(4-hydroxyphenylimino)-3-methyl-4-thiazoline), Cl (hydrogen chloride). Solvent: CO (methanol). Product: Cl.ClC1=C(C=C(C=C1)C=1N(C(SC1)=NC1=CC=C(C=C1)O)C)S(NC)(=O)=O (4-(4-Chloro-3-methylsulfamoylphenyl)-2-(4-hydroxyphenylimino)-3-methyl-4-thiazoline hydrochloride). Reaction SMILES: [Cl:1][C:2]1[CH:7]=[CH:6][C:5]([C:8]2[N:9]([CH3:21])[C:10](=[N:13][C:14]3[CH:19]=[CH:18][C:17]([OH:20])=[CH:16][CH:15]=3)[S:11][CH:12]=2)=[CH:4][C:3]=1[S:22](=[O:26])(=[O:25])[NH:23][CH3:24].Cl>CO>[ClH:1].[Cl:1][C:2]1[CH:7]=[CH:6][C:5]([C:8]2[N:9]([CH3:21])[C:10](=[N:13][C:14]3[CH:15]=[CH:16][C:17]([OH:20])=[CH:18][CH:19]=3)[S:11][CH:12]=2)=[CH:4][C:3]=1[S:22](=[O:26])(=[O:25])[NH:23][CH3:24] |f:3.4|. Procedure: 4.1 g of 4-(4-chloro-3-methylsulfamoylphenyl)-2-(4-hydroxyphenylimino)-3-methyl-4-thiazoline are suspended in 150 ml of methanol and made acid with saturated ethereal hydrogen chloride solution, the solvent is distilled off and the residue is recrystallized from ethanol. M.p. 300°-302° C. (decomp.). The reactants are CC(C)CS, CO, C[O-], Nc1cc2cc(Cl)ccc2cc1[N+](=O)[O-], [Na+], O. Yields the product CC(C)CSc1ccc2cc([N+](=O)[O-])c(N)cc2c1. Reaction SMILES: [CH2:1]([CH:2]([CH3:3])[CH3:4])[SH:5].[CH3:25][OH:26].[CH3:6][O-:7].[NH2:9][c:10]1[cH:11][c:12]2[cH:13][c:14]([Cl:23])[cH:15][cH:16][c:17]2[cH:18][c:19]1[N+:20](=[O:21])[O-:22].[Na+:8].[OH2:24]>>[CH2:1]([CH:2]([CH3:3])[CH3:4])[S:5][c:14]1[cH:13][c:12]2[cH:11][c:10]([NH2:9])[c:19]([N+:20](=[O:21])[O-:22])[cH:18][c:17]2[cH:16][cH:15]1. Reactants: ICCCCCCCCCC (iododecane), N1=C(C=CC=C1)C=1NC=CN1 (2-(2-pyridyl)imidazole), [OH-].[K+] (KOH), ICCCCCCCCCCCC (iodododecane). Solvent: C(C)#N (acetonitrile). The product is C(CCCCCCCCCCC)N1C(=NC=C1)C1=NC=CC=C1 (1-dodecyl-2-(2-pyridyl)imidazole). Yield: 103.7%. Reaction SMILES: [N:1]1[CH:6]=[CH:5][CH:4]=[CH:3][C:2]=1[C:7]1[NH:8][CH:9]=[CH:10][N:11]=1.[OH-].[K+].I[CH2:15][CH2:16][CH2:17][CH2:18][CH2:19][CH2:20][CH2:21][CH2:22][CH2:23][CH2:24][CH2:25][CH3:26].ICCCCCCCCCC>C(#N)C>[CH2:26]([N:11]1[CH:10]=[CH:9][N:8]=[C:7]1[C:2]1[CH:3]=[CH:4][CH:5]=[CH:6][N:1]=1)[CH2:25][CH2:24][CH2:23][CH2:22][CH2:21][CH2:20][CH2:19][CH2:18][CH2:17][CH2:16][CH3:15] |f:1.2|. Reported procedure: A mixture of 14.5 g (0.1 mole) 2-(2-pyridyl)imidazole, 6 g (0.11 mole) ground KOH, 30 g (0.1 mole) iodododecane in about 150 ml of acetonitrile was stirred and refluxed for about 2 hours. The iododecane gradually went into solution as the reaction proceeded. After the 2 hours the reaction mixture was cooled and filtered. The resulting residue was extracted with hexane to give 32.5 g of crude product.